This data is from the Open Reaction Database (ORD), a public repository of structured organic reaction records. The task is: describe an organic reaction: reactants, conditions, products, and yield Starting materials: CCc1[nH]c(=O)[nH]c(=O)c1Br, c1ccc(CN2CCNCC2)cc1, [F-], [K+], O. Yields the product CCc1[nH]c(=O)[nH]c(=O)c1N1CCN(Cc2ccccc2)CC1. As a reaction SMILES: [Br:1][c:2]1[c:3](=[O:11])[nH:4][c:5](=[O:10])[nH:6][c:7]1[CH2:8][CH3:9].[CH2:14]([c:15]1[cH:16][cH:17][cH:18][cH:19][cH:20]1)[N:21]1[CH2:22][CH2:23][NH:24][CH2:25][CH2:26]1.[F-:12].[K+:13].[OH2:27]>>[c:2]1([N:24]2[CH2:23][CH2:22][N:21]([CH2:14][c:15]3[cH:16][cH:17][cH:18][cH:19][cH:20]3)[CH2:26][CH2:25]2)[c:3](=[O:11])[nH:4][c:5](=[O:10])[nH:6][c:7]1[CH2:8][CH3:9]. Reactants: N(=[N+]=[N-])C=1C=CC(=C(C1)C(=O)C1=C(C=C(C=C1)NC1=CC=C(C=C1)C(F)(F)F)Cl)C ((5-Azido-2-methyl-phenyl)-[2-chloro-4-(4-trifluoromethyl-phenylamino)-phenyl]-methanone), NC=1C=CC(=C(C1)C(=O)C1=C(C=C(C=C1)NC1=C(C=C(C=C1)F)Cl)Cl)C ((5-Amino-2-methyl-phenyl)-[2-chloro-4-(2-chloro-4-fluoro-phenylamino)-phenyl]-methanone). Product: N(=[N+]=[N-])C=1C=CC(=C(C1)C(=O)C1=C(C=C(C=C1)NC1=C(C=C(C=C1)F)Cl)Cl)C ((5-Azido-2-methyl-phenyl)-[2-chloro-4-(2-chloro-4-fluoro-phenylamino)-phenyl]-methanone). Reaction SMILES: [N:1](C1C=CC(C)=C(C(C2C=CC(NC3C=CC(C(F)(F)F)=CC=3)=CC=2Cl)=O)C=1)=[N+:2]=[N-].[NH2:31][C:32]1[CH:33]=[CH:34][C:35]([CH3:56])=[C:36]([C:38]([C:40]2[CH:45]=[CH:44][C:43]([NH:46][C:47]3[CH:52]=[CH:51][C:50]([F:53])=[CH:49][C:48]=3[Cl:54])=[CH:42][C:41]=2[Cl:55])=[O:39])[CH:37]=1>>[N:31]([C:32]1[CH:33]=[CH:34][C:35]([CH3:56])=[C:36]([C:38]([C:40]2[CH:45]=[CH:44][C:43]([NH:46][C:47]3[CH:52]=[CH:51][C:50]([F:53])=[CH:49][C:48]=3[Cl:54])=[CH:42][C:41]=2[Cl:55])=[O:39])[CH:37]=1)=[N+:1]=[N-:2]. Procedure: The reaction was carried out similarly as described in the preparation of compound 416, using compound 421 (0.21 mmol). The crude product was used without any further purification. Starting materials: P(=O)(Cl)(Cl)Cl (phosphorus oxychloride), ClC1=C(C=C(C=C1)S(=O)(=O)[O-])[N+](=O)[O-].[K+] (potassium 4-chloro-3-nitrobenzenesulfonate), C(C)#N (acetonitrile), S1(=O)(=O)CCCC1 (sulfolane), ice water. Run in O (water), O (water), CC(=O)N(C)C (dimethylacetamide). The product is ClC1=C(C=C(C=C1)S(=O)(=O)Cl)[N+](=O)[O-] (4-chloro-3-nitrobenzenesulfonyl chloride). As a reaction SMILES: P(Cl)(Cl)([Cl:3])=O.[Cl:6][C:7]1[CH:12]=[CH:11][C:10]([S:13]([O-])(=[O:15])=[O:14])=[CH:9][C:8]=1[N+:17]([O-:19])=[O:18].[K+].C(#N)C.S1(CCCC1)(=O)=O>O.CC(N(C)C)=O>[Cl:6][C:7]1[CH:12]=[CH:11][C:10]([S:13]([Cl:3])(=[O:15])=[O:14])=[CH:9][C:8]=1[N+:17]([O-:19])=[O:18] |f:1.2|. Reported procedure: 1,250 ml of phosphorus oxychloride was added dropwise to a mixture of 1,280 g of potassium 4-chloro-3-nitrobenzenesulfonate, 1,150 ml of acetonitrile, 250 ml of sulfolane, and 30 ml of dimethylacetamide in such a manner that the internal temperature thereof was kept at 60° to 70° C. After being allowed to react at a temperature of 73° C. for 3 hours, the reaction mixture was cooled with water, and 400 ml of water was gradually added to the reaction mixture. The cooled reaction mixture was then a... Product: COc1cc(OC)c(C(O)C(Cl)(Cl)Cl)cc1OC. Reaction SMILES: [CH3:1][O:2][c:3]1[c:4]([CH:5]=[O:6])[cH:7][c:8]([O:13][CH3:14])[c:9]([O:11][CH3:12])[cH:10]1.[CH3:24][N:25]([CH3:26])[CH:27]=[O:28].[Cl:15][C:16]([C:17]([O-:18])=[O:19])([Cl:20])[Cl:21].[Na+:22].[OH2:23]>>[CH3:1][O:2][c:3]1[c:4]([CH:5]([OH:6])[C:16]([Cl:15])([Cl:20])[Cl:21])[cH:7][c:8]([O:13][CH3:14])[c:9]([O:11][CH3:12])[cH:10]1. The reactants are COc1cc(OC)c(OC)cc1C=O, CN(C)C=O, O=C([O-])C(Cl)(Cl)Cl, [Na+], O. Starting materials: NC=1C(=NC=CC1)OC (3-amino-2-methoxypyridine), C(=O)([O-])[O-].[Cs+].[Cs+] (Cs2CO3), C(C1=CC=CC=C1)OC(=O)Cl (benzylchloroformate). Run in C1CCOC1.O (THF H2O), O (water). Run at time 5 hour. Yields the product C(C1=CC=CC=C1)OC(NC=1C(=NC=CC1)OC)=O ((2-Methoxy-pyridin-3-yl)-carbamic acid benzyl ester). Reaction SMILES: [NH2:1][C:2]1[C:3]([O:8][CH3:9])=[N:4][CH:5]=[CH:6][CH:7]=1.C([O-])([O-])=O.[Cs+].[Cs+].[CH2:16]([O:23][C:24](Cl)=[O:25])[C:17]1[CH:22]=[CH:21][CH:20]=[CH:19][CH:18]=1>C1COCC1.O.O>[CH2:16]([O:23][C:24](=[O:25])[NH:1][C:2]1[C:3]([O:8][CH3:9])=[N:4][CH:5]=[CH:6][CH:7]=1)[C:17]1[CH:22]=[CH:21][CH:20]=[CH:19][CH:18]=1 |f:1.2.3,5.6|. Procedure: To a solution of 3-amino-2-methoxypyridine (3.93 g, 31.7 mmol) in THF/H2O (1:1) (120 mL) was added Cs2CO3 (12.4 g, 38.0 mmol) and benzylchloroformate (5.33 mL, 37.9 mmol) and the reaction stirred at room temperature for 5 hours. The mixture was diluted with water, extracted with EtOAc, dried over MgSO4, filtered, and the solvent was removed. The crude product was purified by chromatography (silica gel, 25% EtOAc/hexanes). MS 259 (M+H)+. The reactants are C(C)(C)(C)C=1N=C(C=2C(N1)=NN(N2)CC)N2CC(CC2)(F)F (5-tert-Butyl-7-(3,3-difluoro-pyrrolidin-1-yl)-2-ethyl-2H-[1,2,3]triazolo[4,5-d]pyrimidine), C(C)(C)(C)C=1N=C(C2=C(N1)NN=N2)N2CC(CC2)(F)F (5-tert-butyl-7-(3,3-difluoropyrrolidin-1-yl)-3H-[1,2,3]triazolo[4,5-d]pyrimidine), ClCC1=NN=NN1C1CC1 (5-(chloromethyl)-1-cyclopropyl-1H-tetrazole). The product is C(C)(C)(C)C=1N=C(C=2C(N1)=NN(N2)CC2=NN=NN2C2CC2)N2CC(CC2)(F)F (5-tert-Butyl-2-(1-cyclopropyl-1H-tetrazol-5-ylmethyl)-7-(3,3-difluoro-pyrrolidin-1-yl)-2H-[1,2,3]triazolo[4,5-d]pyrimidine). Reaction SMILES: [C:1]([C:5]1[N:6]=[C:7]([N:16]2[CH2:20][CH2:19][C:18]([F:22])([F:21])[CH2:17]2)[C:8]2[C:9](=[N:11][N:12]([CH2:14][CH3:15])[N:13]=2)[N:10]=1)([CH3:4])([CH3:3])[CH3:2].C(C1N=C(N2CCC(F)(F)C2)C2N=NNC=2N=1)(C)(C)C.ClCC1[N:49]([CH:50]2[CH2:52][CH2:51]2)[N:48]=[N:47][N:46]=1>>[C:1]([C:5]1[N:6]=[C:7]([N:16]2[CH2:20][CH2:19][C:18]([F:21])([F:22])[CH2:17]2)[C:8]2[C:9](=[N:11][N:12]([CH2:14][C:15]3[N:49]([CH:50]4[CH2:52][CH2:51]4)[N:48]=[N:47][N:46]=3)[N:13]=2)[N:10]=1)([CH3:2])([CH3:3])[CH3:4]. Reported procedure: In analogy to the procedure described for the synthesis of 5-tert-butyl-7-(3,3-difluoro-pyrrolidin-1-yl)-2-ethyl-2H-[1,2,3]triazolo[4,5-d]pyrimidine (example 3, step b), the title compound was prepared from 5-tert-butyl-7-(3,3-difluoropyrrolidin-1-yl)-3H-[1,2,3]triazolo[4,5-d]pyrimidine and 5-(chloromethyl)-1-cyclopropyl-1H-tetrazole and isolated as red gum. MS (m/e): 405.3 (MH+).